From a dataset of the Open Reaction Database (ORD), a public repository of structured organic reaction records. describe an organic reaction: reactants, conditions, products, and yield Starting materials: Cc1cc(Br)ncc1Br, [Li]CCCC, CCOCC, CCCCCC, [Cl-], O=Cc1c(F)ccc(F)c1F, [NH4+]. The product is Cc1cc(Br)ncc1C(O)c1c(F)ccc(F)c1F. RXN SMILES: [Br:6][c:7]1[n:8][cH:9][c:10]([Br:14])[c:11]([CH3:13])[cH:12]1.[CH2:1]([Li:2])[CH2:3][CH2:4][CH3:5].[CH3:28][CH2:29][O:30][CH2:31][CH3:32].[CH3:33][CH2:34][CH2:35][CH2:36][CH2:37][CH3:38].[Cl-:26].[F:15][c:16]1[c:17]([CH:18]=[O:19])[c:20]([F:25])[cH:21][cH:22][c:23]1[F:24].[NH4+:27]>>[Br:6][c:7]1[n:8][cH:9][c:10]([CH:18]([c:17]2[c:16]([F:15])[c:23]([F:24])[cH:22][cH:21][c:20]2[F:25])[OH:19])[c:11]([CH3:13])[cH:12]1. The reactants are BrC1=CC=C(C=C1)OCCCOC (1-Bromo-4-(3-methoxypropoxy)benzene), OC1=CC(=C(C(=C1)C)C(C)=O)C (1-(4-hydroxy-2,6-dimethylphenyl)ethanone), Cl.CN(CC(=O)O)C (N,N-dimethylglycine HCl salt), C([O-])([O-])=O.[Cs+].[Cs+] (cesium carbonate). Reagents/catalysts: [Cu](I)I (copper iodide). The solvent is O (water), O1CCOCC1 (dioxane). Conditions: temperature 120 celsius, time 48 hour. Product: COCCCOC1=CC=C(OC2=CC(=C(C(=C2)C)C(C)=O)C)C=C1 (1-{4-(4-(3-Methoxypropoxy)phenoxy)-2,6-dimethylphenyl}ethanone). The yield is 21.1%. Reaction SMILES: Br[C:2]1[CH:7]=[CH:6][C:5]([O:8][CH2:9][CH2:10][CH2:11][O:12][CH3:13])=[CH:4][CH:3]=1.[OH:14][C:15]1[CH:20]=[C:19]([CH3:21])[C:18]([C:22](=[O:24])[CH3:23])=[C:17]([CH3:25])[CH:16]=1.Cl.CN(C)CC(O)=O.C(=O)([O-])[O-].[Cs+].[Cs+]>O1CCOCC1.[Cu](I)I.O>[CH3:13][O:12][CH2:11][CH2:10][CH2:9][O:8][C:5]1[CH:6]=[CH:7][C:2]([O:14][C:15]2[CH:16]=[C:17]([CH3:25])[C:18]([C:22](=[O:24])[CH3:23])=[C:19]([CH3:21])[CH:20]=2)=[CH:3][CH:4]=1 |f:2.3,4.5.6|. Procedure: A mixture of 1-bromo-4-isopropoxybenzene (21-2, 0.85 g, 3.9 mmol), 1-(4-hydroxy-2,6-dimethylphenyl)ethanone (4-2, 1.10 g, 6.71 mmol), N,N-dimethylglycine HCl salt (0.21 g, 1.5 mmol), copper iodide (0.12 g, 0.60 mmol), and cesium carbonate (2.90 g, 8.91 mmol) in dioxane (15.0 mL) was stirred at 120° C. for 48 h. The reaction mixture was cooled to room temperature, added with water, and extracted with EtOAc. The organic layer was washed with brine, dried over anhydrous MgSO4, concentrated, and pur... The reactants are O (water), FC1=C(C=C2C=C(C(=C(C2=C1)O)C1=CC=CC=C1)CCC)OC (7-Fluoro-6-(methyloxy)-2-phenyl-3-propyl-1-naphthalenol), C(=O)([O-])[O-].[Cs+].[Cs+] (Cs2CO3), FC1=CC=C(C=O)C=C1 (4-fluorobenzaldehyde). Solvent: CN(C)C=O (DMF). Reaction conditions: temperature 100 celsius. The product is FC1=C(C=C2C=C(C(=C(C2=C1)OC1=CC=C(C=O)C=C1)C1=CC=CC=C1)CCC)OC (4-{[7-Fluoro-6-(methyloxy)-2-phenyl-3-propyl-1-naphthalenyl]oxy}benzaldehyde). Isolated yield 68.4%. Reaction SMILES: [F:1][C:2]1[CH:11]=[C:10]2[C:5]([CH:6]=[C:7]([CH2:19][CH2:20][CH3:21])[C:8]([C:13]3[CH:18]=[CH:17][CH:16]=[CH:15][CH:14]=3)=[C:9]2[OH:12])=[CH:4][C:3]=1[O:22][CH3:23].F[C:25]1[CH:32]=[CH:31][C:28]([CH:29]=[O:30])=[CH:27][CH:26]=1.C([O-])([O-])=O.[Cs+].[Cs+].O>CN(C=O)C>[F:1][C:2]1[CH:11]=[C:10]2[C:5]([CH:6]=[C:7]([CH2:19][CH2:20][CH3:21])[C:8]([C:13]3[CH:18]=[CH:17][CH:16]=[CH:15][CH:14]=3)=[C:9]2[O:12][C:25]2[CH:32]=[CH:31][C:28]([CH:29]=[O:30])=[CH:27][CH:26]=2)=[CH:4][C:3]=1[O:22][CH3:23] |f:2.3.4|. Reported procedure: 7-Fluoro-6-(methyloxy)-2-phenyl-3-propyl-1-naphthalenol (137) (0.42 g, 1.34 mmol) was dissolved in DMF (5 mL). To this solution was added 4-fluorobenzaldehyde (0.34 g, 2.68 mmol) followed by Cs2CO3 (0.57 g, 1.74 mmol). The mixture was heated at 100° C. for 36 h, poured into water (50 mL) and extracted with EtOAc (2×75 mL). The combined organic extract was washed with water, brine, dried over Na2SO4, filtered, and the filtrate was concentrated to give the crude product as reddish brown oil. The c...